Dataset: the Open Reaction Database (ORD), a public repository of structured organic reaction records. Task: describe an organic reaction: reactants, conditions, products, and yield The yield is 44.9%. Solvent: O (H2O), C1CCOC1 (THF), CCO (EtOH). Reactants: [OH-].[Na+] (NaOH), NN (hydrazine), NN (NH2NH2), C1(=CC=CC=C1)C(C1=CC=CC=C1)(C1=CC=CC=C1)N=C=O (triphenylmethylisocyanate). Reaction SMILES: NN.[OH-:3].[Na+].[C:5]1([C:11]([N:24]=[C:25]=O)(C2C=CC=CC=2)C2C=CC=CC=2)C=[CH:9][CH:8]=[CH:7][CH:6]=1>CCO.O.C1COCC1>[CH3:25][N:24]1[CH2:11][CH2:5][CH2:6][CH2:7][C@@H:8]1[CH2:9][OH:3] |f:1.2|. The product is CN1[C@H](CCCC1)CO ((R)-(+)-1-Methyl-2-piperidinemethanol). Procedure details: Following the known procedure of patent EP 0 429 984 A2 (reference example 8). The resolution was identical to the above given procedure except that 4 rounds of crystallization were performed instead of the two as sited above. To a mixture of (±)-1-methyl-2-piperidinemethanol (77 g, 596 mmol) in EtOH (615 mL) was added dibenzoyl-D-tartaric acid (205 g, 573 mmol). The resulting mixture was slowly heated until a solution was obtained at which time the solution was slowly cooled with gentle stirrin... Reaction conditions: time 1 hour. Reactants: ClC1=NC=2N3C(C(NC2C=N1)=O)COCC3 (2-chloro-6a,7,9,10-tetrahydro-[1,4]oxazino[3,4-h]pteridin-6(5H)-one), O1COC2=C1C=CC=C2B(O)O (benzo[d][1,3]dioxol-4-ylboronic acid). Reagents/catalysts: C1=CC=C(C=C1)P([C-]2C=CC=C2)C3=CC=CC=C3.C1=CC=C(C=C1)P([C-]2C=CC=C2)C3=CC=CC=C3.Cl[Pd]Cl.[Fe+2] (PdCl2(dppf)). Run in O1CCOCC1 (dioxane), C(=O)(O)[O-].[Na+] (NaHCO3). The product is O1COC2=C1C=CC=C2C2=NC=1N3C(C(NC1C=N2)=O)COCC3 (2-(benzo[d][1,3]dioxol-4-yl)-6a,7,9,10-tetrahydro-[1,4]oxazino[3,4-h]pteridin-6(5H)-one). Reaction SMILES: Cl[C:2]1[N:11]=[CH:10][C:9]2[NH:8][C:7](=[O:12])[CH:6]3[CH2:13][O:14][CH2:15][CH2:16][N:5]3[C:4]=2[N:3]=1.[O:17]1[C:21]2[CH:22]=[CH:23][CH:24]=[C:25](B(O)O)[C:20]=2[O:19][CH2:18]1>O1CCOCC1.C([O-])(O)=O.[Na+].C1C=CC(P(C2C=CC=CC=2)[C-]2C=CC=C2)=CC=1.C1C=CC(P(C2C=CC=CC=2)[C-]2C=CC=C2)=CC=1.Cl[Pd]Cl.[Fe+2]>[O:17]1[C:21]2[CH:22]=[CH:23][CH:24]=[C:25]([C:2]3[N:11]=[CH:10][C:9]4[NH:8][C:7](=[O:12])[CH:6]5[CH2:13][O:14][CH2:15][CH2:16][N:5]5[C:4]=4[N:3]=3)[C:20]=2[O:19][CH2:18]1 |f:3.4,5.6.7.8|. Procedure: The title compound was prepared in a manner similar to EXAMPLE 84 using 2-chloro-6a,7,9,10-tetrahydro-[1,4]oxazino[3,4-h]pteridin-6(5H)-one (PREPARATION x1, 50 mg, 0.208 mmol), benzo[d][1,3]dioxol-4-ylboronic acid (51.7 mg, 0.312 mmol) and PdCl2(dppf) (7.60 mg, 10.39 μmol) in dioxane (2 mL) and aqueous saturated NaHCO3 (0.4 mL). 1H NMR (400 MHz, DMSO-d6) δ 2.96-3.09 (m, 1H), 3.62 (m, 2H), 3.93-4.01 (m, 1H), 4.11-4.20 (m, 1H), 4.36-4.46 (m, 1H), 4.52-4.62 (m, 1H), 6.12 (s, 2H), 6.94 (t, 1H), 7.02... RXN SMILES: [CH3:1][C:2](=[O:3])[OH:4].[CH3:26][CH2:27][O:28][C:29](=[O:30])[CH3:31].[CH3:32][CH2:33][OH:34].[Cl:5][c:6]1[c:7](-[c:16]2[cH:17][c:18]([N+:23]([O-:24])=[O:25])[c:19]([Cl:22])[cH:20][cH:21]2)[n:8][n:9]([CH3:15])[c:10]1[O:11][CH:12]([F:13])[F:14].[Fe:35]>>[Cl:5][c:6]1[c:7](-[c:16]2[cH:17][c:18]([NH2:23])[c:19]([Cl:22])[cH:20][cH:21]2)[n:8][n:9]([CH3:15])[c:10]1[O:11][CH:12]([F:13])[F:14]. Starting materials: CC(=O)O, CCOC(C)=O, CCO, Cn1nc(-c2ccc(Cl)c([N+](=O)[O-])c2)c(Cl)c1OC(F)F, [Fe]. The product is Cn1nc(-c2ccc(Cl)c(N)c2)c(Cl)c1OC(F)F. The reactants are ClC1=CC=C(C=C1)CC=1NCCN1 (2-(4-chlorophenyl)methylimidazoline), CC(C)([O-])C.[K+] (potassium tert.-butoxide), CC(=O)C (acetone), ClC1=NC=CC=C1C(=O)Cl (2-chloro-3-pyridinylcarbonyl chloride), CC(C)([O-])C.[K+] (potassium tert.-butoxide). Run in O1CCCC1 (tetrahydrofuran), O1CCCC1 (tetrahydrofuran). Reaction conditions: temperature 20 celsius, time 8 hour. Yields the product ClC1=CC=C(C=C1)C1=C2N(C(C=3C=CC=NC13)=O)CCN2 (10-(4-chlorophenyl)-2,3-dihydro-imidazo[1,2-g]-[1,6]naphthyridin-5(1H)-one). As a reaction SMILES: Cl[C:2]1[C:7]([C:8](Cl)=[O:9])=[CH:6][CH:5]=[CH:4][N:3]=1.[Cl:11][C:12]1[CH:17]=[CH:16][C:15]([CH2:18][C:19]2[NH:20][CH2:21][CH2:22][N:23]=2)=[CH:14][CH:13]=1.CC(C)([O-])C.[K+].CC(C)=O>O1CCCC1>[Cl:11][C:12]1[CH:13]=[CH:14][C:15]([C:18]2[C:2]3[N:3]=[CH:4][CH:5]=[CH:6][C:7]=3[C:8](=[O:9])[N:23]3[CH2:22][CH2:21][NH:20][C:19]=23)=[CH:16][CH:17]=1 |f:2.3|. Reported procedure: Add a solution of 2-chloro-3-pyridinylcarbonyl chloride (4.4 g) in tetrahydrofuran (55 ml) to a stirred, cooled mixture of 2-(4-chlorophenyl)methylimidazoline (4.9 g), potassium tert.-butoxide (2.8 g) and tetrahydrofuran (200 ml). Use a bath of ice and acetone for cooling. Keep the reaction mixture in the bath for 15 minutes, and then allow it to warm to 20° C. over another 15 minutes. To the warmed mixture, add a second portion (2.8 g) of potassium tert.-butoxide; allow the reaction mixture to ...